From a dataset of the Open Reaction Database (ORD), a public repository of structured organic reaction records. describe an organic reaction: reactants, conditions, products, and yield Reactants: Cl (hydrochloric acid), O(C1=CC=CC=C1)CC(=O)N[C@H]1[C@@H]2N(C(=CC(S2)=O)C(=O)OCC2=CC=CC=C2)C1=O (benzyl 7β-(2-phenoxyacetamido)-2-oxo-3-cephem-4-carboxylate), C1(=CC=CC=C1)OC (anisole), [Cl-].[Al+3].[Cl-].[Cl-] (aluminum chloride). The solvent is C(Cl)Cl (methylene chloride), C(Cl)Cl (methylene chloride), [N+](=O)([O-])C (nitromethane). Reaction conditions: time 25 minute. Product: O(C1=CC=CC=C1)CC(=O)N[C@H]1[C@@H]2N(C(=CC(S2)=O)C(=O)O)C1=O (7β-(2-phenoxyacetamido)-2-oxo-3-cephem-4-carboxylic acid). Yield: 80.2%. RXN SMILES: [O:1]([CH2:8][C:9]([NH:11][C@@H:12]1[C:30](=[O:31])[N:14]2[C:15]([C:20]([O:22]CC3C=CC=CC=3)=[O:21])=[CH:16][C:17](=[O:19])[S:18][C@H:13]12)=[O:10])[C:2]1[CH:7]=[CH:6][CH:5]=[CH:4][CH:3]=1.C1(OC)C=CC=CC=1.[Cl-].[Al+3].[Cl-].[Cl-].Cl>C(Cl)Cl.[N+](C)([O-])=O>[O:1]([CH2:8][C:9]([NH:11][C@@H:12]1[C:30](=[O:31])[N:14]2[C:15]([C:20]([OH:22])=[O:21])=[CH:16][C:17](=[O:19])[S:18][C@H:13]12)=[O:10])[C:2]1[CH:7]=[CH:6][CH:5]=[CH:4][CH:3]=1 |f:2.3.4.5|. Reported procedure: To a solution of benzyl 7β-(2-phenoxyacetamido)-2-oxo-3-cephem-4-carboxylate (369 mg) in methylene chloride (15 ml) were added successively anisole (1.37 ml) and a solution of aluminum chloride (560 mg) in nitromethane (5 ml) under ice-cooling. The mixture was stirred for 25 minutes at the same temperature and poured into a mixture of methylene chloride and dil. hydrochloric acid. The organic layer was separated, washed with an aqueous solution of sodium chloride, dried over magnesium sulfate an... The reactants are [Br-], O=C([O-])O, CC1(C)CCCC(C)(C)N1O, [O-]Cl, ClCCl, OCCOc1ccccc1OCC(F)(F)F, [K+], [Na+], [Na+]. The product is O=CCOc1ccccc1OCC(F)(F)F. As a reaction SMILES: [Br-:23].[C:17](=[O:18])([OH:19])[O-:20].[CH3:24][C:25]1([CH3:34])[N:26]([O:27])[C:28]([CH3:29])([CH3:30])[CH2:31][CH2:32][CH2:33]1.[Cl:35][O-:36].[Cl:38][CH2:39][Cl:40].[F:1][C:2]([CH2:3][O:4][c:5]1[c:6]([O:7][CH2:8][CH2:9][OH:10])[cH:11][cH:12][cH:13][cH:14]1)([F:15])[F:16].[K+:22].[Na+:21].[Na+:37]>>[F:1][C:2]([CH2:3][O:4][c:5]1[c:6]([O:7][CH2:8][CH:9]=[O:10])[cH:11][cH:12][cH:13][cH:14]1)([F:15])[F:16]. Reactants: NCCC1=CNC=N1 (histamine), C[Si](CCOC(=O)Cl)(C)C (2-trimethylsilylethylchloroformate), -NH-, --CH2CH2 --O-, 4-CH2 -imidazole. Run in CCOCC (ether), petroleum ether. Yields the product C[Si](CCOC(=O)NCCC=1N=CNC1)(C)C (4-(N-(2-trimethylsilylethyloxycarbonyl)-2-aminoethyl)imidazole). As a reaction SMILES: [NH2:1][CH2:2][CH2:3][C:4]1[N:8]=[CH:7][NH:6][CH:5]=1.[CH3:9][Si:10]([CH3:18])([CH3:17])[CH2:11][CH2:12][O:13][C:14](Cl)=[O:15]>CCOCC>[CH3:9][Si:10]([CH3:18])([CH3:17])[CH2:11][CH2:12][O:13][C:14]([NH:1][CH2:2][CH2:3][C:4]1[N:8]=[CH:7][NH:6][CH:5]=1)=[O:15]. Procedure details: 1.84 g (10 mmol) of histamine dihydrochloride is slurried in 50 ml of methylene chloride, and 6.2 ml (44 mmol) of triethylamine is added. The thus resultant mixture is added portionwise to 2-trimethylsilylethylchloroformate in toluene (prepared as described above) at 10°-15° C. The reaction mixture is stirred at room temperature overnight. Undissolved material is filtered off and identified by NMR as being triethylamine hydrochloride. The toluene solution is evaporated, the residue then being sl... Procedure: A suspension of n-heptyltriphenylphosphonium bromide (25.00 g, 0.057 mole), in dry, deaerated tetrahydrofuran (150 ml) was vigorously stirred at 5° C. under nitrogen and n-butyl lithium, 1.55 molar in hexane (46.6 ml, 0.073 mole, 1.3 equivalents), added dropwise. The reaction was stirred for 20 mins at 5° C., then treated dropwise with a suspension of sodium salicylaldehyde [prepared from salicylaldehyde (6.33 g, 0.052 moles) and one molar equivalent of sodium hydride in dry, deaerated THF (150 ... Reactants: [Br-].C(CCCCCC)[P+](C1=CC=CC=C1)(C1=CC=CC=C1)C1=CC=CC=C1 (n-heptyltriphenylphosphonium bromide), C(C=1C(O)=CC=CC1)=O.[Na] (sodium salicylaldehyde), C(CCC)[Li] (n-butyl lithium), CCCCCC (hexane), Cl (hydrochloric acid). Run in O (water). Conditions: temperature 5 celsius. Reaction SMILES: [Br-].[CH2:2]([P+](C1C=CC=CC=1)(C1C=CC=CC=1)C1C=CC=CC=1)[CH2:3][CH2:4][CH2:5][CH2:6][CH2:7][CH3:8].C([Li])CCC.CCCCCC.[CH:39](=O)[C:40]1[C:41](=[CH:43][CH:44]=[CH:45][CH:46]=1)[OH:42].[Na].Cl>O>[CH:39]([C:40]1[CH:46]=[CH:45][CH:44]=[CH:43][C:41]=1[OH:42])=[CH:2][CH2:3][CH2:4][CH2:5][CH2:6][CH2:7][CH3:8] |f:0.1,4.5,^1:47|. The product is C(=CCCCCCC)C1=C(C=CC=C1)O (2-(1-Octenyl)-phenol). The reactants are [Cl-].[NH4+] (ammonium chloride), Cl (hydrogen chloride), C(CCCCCCCCCCC=C)N1C(=O)N(C=2N=CN(C2C1=O)C)C (1-(12-Tridecenyl)-3,7-dimethylxanthine), [Mg] (magnesium), II (iodine), C(CCCCCCCCC=C)Br (10-undecenyl bromide), C1CO1 (ethylene oxide). Run in O1CCCC1 (tetrahydrofuran), O1CCCC1 (tetrahydrofuran), O1CCCC1 (tetrahydrofuran). Conditions: time 30 minute. The product is C(CCCCCCCCCCC=C)O (12-tridecenyl alcohol). Isolated yield 61.0%. As a reaction SMILES: [CH2:1](N1C(=O)C2N(C)C=NC=2N(C)C1=O)[CH2:2][CH2:3][CH2:4][CH2:5][CH2:6][CH2:7][CH2:8][CH2:9][CH2:10][CH2:11][CH:12]=[CH2:13].[Mg].II.C(Br)CCCCCCCCC=C.C1[O:44]C1.[Cl-].[NH4+].Cl>O1CCCC1>[CH2:1]([OH:44])[CH2:2][CH2:3][CH2:4][CH2:5][CH2:6][CH2:7][CH2:8][CH2:9][CH2:10][CH2:11][CH:12]=[CH2:13] |f:5.6|. Reported procedure: This example illustrates the synthesis of 1-(12-Tridecenyl)-3,7-dimethylxanthine (CT2555). To a suspension of magnesium (4.12 g, 172 mmol) and a crystal of iodine in tetrahydrofuran (40 ml) was added 10-undecenyl bromide (8.00 g, 34.3 mmol) in tetrahydrofuran (30 ml) over 30 min and the reaction stirred for a further 30 min after the addition was complete. The solution was added via a canula over 5 min to a solution of ethylene oxide (2.65 g, 60.0 mmol) in tetrahydrofuran (30 ml) and stirred at ...